From a dataset of the Open Reaction Database (ORD), a public repository of structured organic reaction records. describe an organic reaction: reactants, conditions, products, and yield Starting materials: CCCCCCCCCCCCCCOc1ccc(C(=O)O)cc1OCCCCCCCCCCCCCC, ClCCl, CN(C)C=O, O=C(Cl)C(=O)Cl. Yields the product CCCCCCCCCCCCCCOc1ccc(C(=O)Cl)cc1OCCCCCCCCCCCCCC. RXN SMILES: [CH2:1]([CH2:2][CH2:3][CH2:4][CH2:5][CH2:6][CH2:7][CH2:8][CH2:9][CH2:10][CH2:11][CH2:12][CH2:13][CH3:14])[O:15][c:16]1[cH:17][c:18]([C:19](=[O:20])[OH:21])[cH:22][cH:23][c:24]1[O:25][CH2:26][CH2:27][CH2:28][CH2:29][CH2:30][CH2:31][CH2:32][CH2:33][CH2:34][CH2:35][CH2:36][CH2:37][CH2:38][CH3:39].[CH2:46]([Cl:47])[Cl:48].[CH3:49][N:50]([CH3:51])[CH:52]=[O:53].[Cl:40][C:41]([C:42]([Cl:43])=[O:44])=[O:45]>>[CH2:1]([CH2:2][CH2:3][CH2:4][CH2:5][CH2:6][CH2:7][CH2:8][CH2:9][CH2:10][CH2:11][CH2:12][CH2:13][CH3:14])[O:15][c:16]1[cH:17][c:18]([C:19](=[O:20])[Cl:40])[cH:22][cH:23][c:24]1[O:25][CH2:26][CH2:27][CH2:28][CH2:29][CH2:30][CH2:31][CH2:32][CH2:33][CH2:34][CH2:35][CH2:36][CH2:37][CH2:38][CH3:39].